From a dataset of the Open Reaction Database (ORD), a public repository of structured organic reaction records. describe an organic reaction: reactants, conditions, products, and yield The reactants are CO, CCOC(=O)Cn1c(C)cc(SCCCl)c([N+](=O)[O-])c1=O, O. Product: CCOC(=O)Cn1c(C)cc(S(=O)(=O)CCCl)c([N+](=O)[O-])c1=O. RXN SMILES: [CH3:23][OH:24].[Cl:1][CH2:2][CH2:3][S:4][c:5]1[c:6]([N+:19](=[O:20])[O-:21])[c:7](=[O:18])[n:8]([CH2:12][C:13](=[O:14])[O:15][CH2:16][CH3:17])[c:9]([CH3:11])[cH:10]1.[OH2:22]>>[Cl:1][CH2:2][CH2:3][S:4]([c:5]1[c:6]([N+:19](=[O:20])[O-:21])[c:7](=[O:18])[n:8]([CH2:12][C:13](=[O:14])[O:15][CH2:16][CH3:17])[c:9]([CH3:11])[cH:10]1)(=[O:22])=[O:24]. Yields the product CCOc1ccc(F)c(NCc2cnc(SC)nc2NC2CCCC2)c1F. Reaction SMILES: [Al+3:29].[CH2:34]1[O:35][CH2:36][CH2:37][CH2:38]1.[CH:1]1([NH:6][c:7]2[n:8][c:9]([S:26][CH3:27])[n:10][cH:11][c:12]2[CH:13]=[N:14][c:15]2[c:16]([F:25])[c:17]([O:22][CH2:23][CH3:24])[cH:18][cH:19][c:20]2[F:21])[CH2:2][CH2:3][CH2:4][CH2:5]1.[H-:28].[H-:31].[H-:32].[H-:33].[Li+:30]>>[CH:1]1([NH:6][c:7]2[n:8][c:9]([S:26][CH3:27])[n:10][cH:11][c:12]2[CH2:13][NH:14][c:15]2[c:16]([F:25])[c:17]([O:22][CH2:23][CH3:24])[cH:18][cH:19][c:20]2[F:21])[CH2:2][CH2:3][CH2:4][CH2:5]1. Reactants: [Al+3], C1CCOC1, CCOc1ccc(F)c(N=Cc2cnc(SC)nc2NC2CCCC2)c1F, [H-], [H-], [H-], [H-], [Li+]. Reactants: Cl, CCCC(O)P(=O)(CCCN)OCC, O. Product: CCCC(O)P(=O)(O)CCCN. Reaction SMILES: [ClH:15].[NH2:1][CH2:2][CH2:3][CH2:4][P:5]([O:6][CH2:7][CH3:8])(=[O:9])[CH:10]([CH2:11][CH2:12][CH3:13])[OH:14].[OH2:16]>>[NH2:1][CH2:2][CH2:3][CH2:4][P:5](=[O:6])([OH:9])[CH:10]([CH2:11][CH2:12][CH3:13])[OH:14]. The solvent is O1CCCC1 (tetrahydrofuran). Starting materials: [N+](=O)([O-])C1=CNC=C1C=O (3-nitro-1H-pyrrole-4-carboxaldehyde), [H-].[Na+] (sodium hydride), C(C#C)Br (propargyl bromide). Run at temperature 20 celsius, time 18 hour. The product is [N+](=O)([O-])C1=CN(C=C1C=O)CC#C (3-nitro-1-(2-propynyl) 1H-pyrrol-4-carboxaldehyde). Procedure: 826 mg of 3-nitro-1H-pyrrole-4-carboxaldehyde [prepared by the process in Bull. Soc. Chim. p. 283-29 (1972)] were poured into 40 ml of tetrahydrofuran and then, at +5° C., 280 mg of sodium hydride as 50% in oil were added. After leaving the temperature at 20° C. for one hour, 1.19 g of propargyl bromide were added. The mixture was stirred for 18 hours at 20° C. and then was filtered and concentrated. The residue was chromatographed over silica and eluted with a mixture of hexane and ethyl acetat... As a reaction SMILES: [N+:1]([C:4]1[C:8]([CH:9]=[O:10])=[CH:7][NH:6][CH:5]=1)([O-:3])=[O:2].[H-].[Na+].[CH2:13](Br)[C:14]#[CH:15]>O1CCCC1>[N+:1]([C:4]1[C:8]([CH:9]=[O:10])=[CH:7][N:6]([CH2:15][C:14]#[CH:13])[CH:5]=1)([O-:3])=[O:2] |f:1.2|. Isolated yield 76.2%.